describe an organic reaction: reactants, conditions, products, and yield From a dataset of the Open Reaction Database (ORD), a public repository of structured organic reaction records. The reactants are BrC1=CC=C(C=C1)C1=NN(C=N1)C1=CC=C(C=C1)OC(F)(F)F (3-(4-bromophenyl)-1-(4-(trifluoromethoxy)phenyl)-1H-1,2,4-triazole), C(C#C)O (propargyl alcohol). Reagents/catalysts: Cl[Pd]([P](C1=CC=CC=C1)(C2=CC=CC=C2)C3=CC=CC=C3)([P](C4=CC=CC=C4)(C5=CC=CC=C5)C6=CC=CC=C6)Cl (bis(triphenylphosphine)palladium(II) chloride), [Cu]I (copper(I) iodide), C1(=CC=CC=C1)P(C1=CC=CC=C1)C1=CC=CC=C1 (triphenylphosphine). Solvent: C(C)N(CC)CC (triethylamine), C(C)(=O)OCC (ethyl acetate). Reaction conditions: temperature 70 celsius, time 16 hour. The product is FC(OC1=CC=C(C=C1)N1N=C(N=C1)C1=CC=C(C=C1)C#CCO)(F)F (3-(4-(1-(4-(trifluoromethoxy)phenyl)-1H-1,2,4-triazol-3-yl)phenyl)prop-2-yn-1-ol). The yield is 34.1%. As a reaction SMILES: Br[C:2]1[CH:7]=[CH:6][C:5]([C:8]2[N:12]=[CH:11][N:10]([C:13]3[CH:18]=[CH:17][C:16]([O:19][C:20]([F:23])([F:22])[F:21])=[CH:15][CH:14]=3)[N:9]=2)=[CH:4][CH:3]=1.[CH2:24]([OH:27])[C:25]#[CH:26]>C(N(CC)CC)C.C(OCC)(=O)C.Cl[Pd](Cl)([P](C1C=CC=CC=1)(C1C=CC=CC=1)C1C=CC=CC=1)[P](C1C=CC=CC=1)(C1C=CC=CC=1)C1C=CC=CC=1.[Cu]I.C1(P(C2C=CC=CC=2)C2C=CC=CC=2)C=CC=CC=1>[F:21][C:20]([F:23])([F:22])[O:19][C:16]1[CH:17]=[CH:18][C:13]([N:10]2[CH:11]=[N:12][C:8]([C:5]3[CH:6]=[CH:7][C:2]([C:26]#[C:25][CH2:24][OH:27])=[CH:3][CH:4]=3)=[N:9]2)=[CH:14][CH:15]=1 |^1:43,62|. Procedure details: In a 1000 mL flask, 3-(4-bromophenyl)-1-(4-(trifluoromethoxy)phenyl)-1H-1,2,4-triazole (25.0 g, 65.3 mmol) and propargyl alcohol (4.4 g, 78.36 mmol) were diluted with triethylamine (250 mL). Then bis(triphenylphosphine)palladium(II) chloride (0.915 g, 0.0200 mmol), copper(I) iodide (0.320 g, 0.169 mmol) and triphenylphosphine (0.102 g, 0.150 mmol) were added. The reaction was heated to 70° C. and stirred for 16 hours. The reaction mixture was cooled to room temperature, diluted with ethyl acetat... Reactants: solid, BrC1=CC(=CC=2C(=C3N(C12)CCNC3=O)C)C#N (6-bromo-10-methyl-1-oxo-1,2,3,4-tetrahydro-pyrazino[1,2-a]indole-8-carbonitrile), BrC1=CC(=CC=2C(=C3N(C12)CCNC3=O)C)C#N (6-bromo-10-methyl-1-oxo-1,2,3,4-tetrahydro-pyrazino[1,2-a]indole-8-carbonitrile), ClC1=C(C=C(C=C1)B(O)O)C(F)(F)F (4-chloro-3-trifluoromethyl-phenylboronic acid). The product is ClC1=C(C=C(C=C1)C1=CC(=CC=2C(=C3N(C12)CCNC3=O)C)C#N)C(F)(F)F (6-[4-Chloro-3-(trifluoromethyl)phenyl]-10-methyl-1-oxo-3,4-dihydro-2H-pyrazino[1,2-a]indole-8-carbonitrile). As a reaction SMILES: Br[C:2]1[C:10]2[N:9]3[CH2:11][CH2:12][NH:13][C:14](=[O:15])[C:8]3=[C:7]([CH3:16])[C:6]=2[CH:5]=[C:4]([C:17]#[N:18])[CH:3]=1.[Cl:19][C:20]1[CH:25]=[CH:24][C:23](B(O)O)=[CH:22][C:21]=1[C:29]([F:32])([F:31])[F:30]>>[Cl:19][C:20]1[CH:25]=[CH:24][C:23]([C:2]2[C:10]3[N:9]4[CH2:11][CH2:12][NH:13][C:14](=[O:15])[C:8]4=[C:7]([CH3:16])[C:6]=3[CH:5]=[C:4]([C:17]#[N:18])[CH:3]=2)=[CH:22][C:21]=1[C:29]([F:30])([F:31])[F:32]. Procedure details: The title compound, light yellow solid (77 mg, 76%), MS (ISP) m/z=404.4 [(M+H)+], mp 278° C., was prepared in accordance with the general method of example 1 from 6-bromo-10-methyl-1-oxo-1,2,3,4-tetrahydro-pyrazino[1,2-a]indole-8-carbonitrile (intermediate 16) (76 mg, 0.25 mmol) and commercially available 4-chloro-3-trifluoromethyl-phenylboronic acid (72.9 mg, 0.325 mmol). Reactants: C(C(=O)OCC)(=O)OCC (diethyl oxalate), NC1=C(C(=CC(=C1)C(F)(F)F)Br)N (1,2-diamino-3-bromo-5-trifluoromethylbenzene), C9H4BrF3N2O2. Procedure details: The title compound was prepared using an adaptation of the method of Cheeseman, G. W. H., J. Chem. Soc. 1171 (1962). A mixture of diethyl oxalate (1.15g, 7.91 mmol) and 1,2-diamino-3-bromo-5-trifluoromethylbenzene (200 mg, 0.95 mmol) was heated to reflux under N2 for 2 h. The reaction was allowed to cool to room temperature and the solid collected by vacuum filtration and rinsed with EtOH (15 mL). This white solid was dried in a drying pistol (0.05 torr, 78° C.) to yield 148.3 mg (60.7%). mp 301... As a reaction SMILES: [C:1]([O:8]CC)(=O)[C:2]([O:4]CC)=O.[NH2:11][C:12]1[CH:17]=[C:16]([C:18]([F:21])([F:20])[F:19])[CH:15]=[C:14]([Br:22])[C:13]=1[NH2:23]>>[Br:22][C:14]1[CH:15]=[C:16]([C:18]([F:19])([F:21])[F:20])[CH:17]=[C:12]2[C:13]=1[NH:23][C:2](=[O:4])[C:1](=[O:8])[NH:11]2. Product: BrC1=C2NC(C(NC2=CC(=C1)C(F)(F)F)=O)=O (5-Bromo-7-trifluoromethyl-1,4-dihydro-2,3-quinoxalinedione). Starting materials: NC=1C=C(C=NC1)C=1C=2N(N=C(C1CCCCC(=O)OCC)C)C(=CC2)CC (ethyl 5-[4-(5-amino-3-pyridinyl)-7-ethyl-2-methylpyrrolo[1,2-b]pyridazin-3-yl]pentanoate), C=O (formaldehyde), C(#N)[BH3-].[Na+] (sodium cyanoborohydride). The reagents and catalysts are C(C)(=O)O (acetic acid). Run in C(C)#N (acetnitrile), CO (methanol), C([O-])(O)=O.[Na+] (sodium bicarbonate). Run at time 2 hour. Yields the product CN(C=1C=C(C=NC1)C=1C=2N(N=C(C1CCCCC(=O)OCC)C)C(=CC2)CC)C (ethyl 5-{4-[5-(dimethylamino)-3-pyridinyl]-7-ethyl-2-methylpyrrolo[1,2-b]pyridazin-3-yl}pentanoate). Yield: 61.8%. As a reaction SMILES: N[C:2]1[CH:3]=[C:4]([C:8]2[C:9]3[N:10]([C:24]([CH2:27][CH3:28])=[CH:25][CH:26]=3)[N:11]=[C:12]([CH3:23])[C:13]=2[CH2:14][CH2:15][CH2:16][CH2:17][C:18]([O:20][CH2:21][CH3:22])=[O:19])[CH:5]=[N:6][CH:7]=1.[CH2:29]=O.[C:31]([BH3-])#[N:32].[Na+]>C(#N)C.CO.C(O)(=O)C.C(=O)(O)[O-].[Na+]>[CH3:29][N:32]([CH3:31])[C:2]1[CH:3]=[C:4]([C:8]2[C:9]3[N:10]([C:24]([CH2:27][CH3:28])=[CH:25][CH:26]=3)[N:11]=[C:12]([CH3:23])[C:13]=2[CH2:14][CH2:15][CH2:16][CH2:17][C:18]([O:20][CH2:21][CH3:22])=[O:19])[CH:5]=[N:6][CH:7]=1 |f:2.3,7.8|. Procedure: To a solution of ethyl 5-[4-(5-amino-3-pyridinyl)-7-ethyl-2-methylpyrrolo[1,2-b]pyridazin-3-yl]pentanoate (55 mg), 37% formaldehyde solution (277 mg) and sodium cyanoborohydride (27.3 mg) in acetnitrile (1 mL) and methanol (1 mL) was added acetic acid (2 drops) and the mixture was stirred at ambient temperature for 2 hours. The solution was diluted with saturated sodium bicarbonate solution and extracted with chloroform. The organic layer was washed with brine, dried over magnesium sulfate, and ...